From a dataset of the Open Reaction Database (ORD), a public repository of structured organic reaction records. describe an organic reaction: reactants, conditions, products, and yield Starting materials: CC#N, CC(C)(C)ON=O, N#Cc1cc(Oc2c(Cl)ccc(CNC(=O)c3[nH]cnc3Cl)c2F)c(N)c(Cl)c1F. Yields the product N#Cc1cc(Oc2c(Cl)ccc(CNC(=O)c3[nH]cnc3Cl)c2F)cc(Cl)c1F. Reaction SMILES: [CH3:38][C:39]#[N:40].[N:31]([O:32][C:33]([CH3:34])([CH3:35])[CH3:36])=[O:37].[NH2:1][c:2]1[c:3]([O:12][c:13]2[c:14]([F:30])[c:15]([CH2:20][NH:21][C:22](=[O:23])[c:24]3[c:25]([Cl:29])[n:26][cH:27][nH:28]3)[cH:16][cH:17][c:18]2[Cl:19])[cH:4][c:5]([C:10]#[N:11])[c:6]([F:9])[c:7]1[Cl:8]>>[cH:2]1[c:3]([O:12][c:13]2[c:14]([F:30])[c:15]([CH2:20][NH:21][C:22](=[O:23])[c:24]3[c:25]([Cl:29])[n:26][cH:27][nH:28]3)[cH:16][cH:17][c:18]2[Cl:19])[cH:4][c:5]([C:10]#[N:11])[c:6]([F:9])[c:7]1[Cl:8]. Reactants: COc1cccc(Br)n1, CCCCC([Sn])=C(CCCC)CCCC, C1COCCO1. Yields the product C=Cc1cccc(OC)n1. Reaction SMILES: [Br:1][c:2]1[n:3][c:4]([O:8][CH3:9])[cH:5][cH:6][cH:7]1.[CH2:10]([CH2:11][CH2:23][CH3:24])[C:12]([Sn:13])=[C:14]([CH2:15][CH2:16][CH2:17][CH3:18])[CH2:19][CH2:20][CH2:21][CH3:22].[O:25]1[CH2:26][CH2:27][O:28][CH2:29][CH2:30]1>>[c:2]1([CH:10]=[CH2:11])[n:3][c:4]([O:8][CH3:9])[cH:5][cH:6][cH:7]1. Starting materials: [Al+3], CCOC(=O)c1cnc(C(F)(F)F)s1, [H-], [H-], [H-], [H-], [Li+], [Na+], C1CCOC1, [OH-], O. The product is OCc1cnc(C(F)(F)F)s1. RXN SMILES: [Al+3:2].[F:7][C:8]([c:9]1[s:10][c:11]([C:14](=[O:15])[O:16][CH2:17][CH3:18])[cH:12][n:13]1)([F:19])[F:20].[H-:1].[H-:4].[H-:5].[H-:6].[Li+:3].[Na+:23].[O:24]1[CH2:25][CH2:26][CH2:27][CH2:28]1.[OH-:22].[OH2:21]>>[F:7][C:8]([c:9]1[s:10][c:11]([CH2:14][OH:15])[cH:12][n:13]1)([F:19])[F:20]. Reactants: CC(=O)OCc1cccc(Br)c1, [K+], [OH-], Oc1ccccc1, Cc1ccccc1C. The product is CC(=O)OCc1cccc(Oc2ccccc2)c1. As a reaction SMILES: [C:10]([CH3:11])(=[O:12])[O:13][CH2:14][c:15]1[cH:16][c:17]([Br:21])[cH:18][cH:19][cH:20]1.[K+:9].[OH-:8].[OH:1][c:2]1[cH:3][cH:4][cH:5][cH:6][cH:7]1.[c:22]1([CH3:23])[c:24]([CH3:25])[cH:26][cH:27][cH:28][cH:29]1>>[O:1]([c:2]1[cH:3][cH:4][cH:5][cH:6][cH:7]1)[c:17]1[cH:16][c:15]([CH2:14][O:13][C:10]([CH3:11])=[O:12])[cH:20][cH:19][cH:18]1. Reactants: C1(=CC=CC=C1)P(=O)(C1=CC=CC=C1)N=[N+]=[N-] (diphenylphosphoryl azide), C1CCC2=NCCCN2CC1 (DBU), BrC1=CC2=C(C(CO2)O)C=C1 ((rac)-6-bromo-2,3-dihydro-benzofuran-3-ol). The solvent is C1(=CC=CC=C1)C (toluene). Product: N(=[N+]=[N-])C1COC2=C1C=CC(=C2)Br ((rac)-3-azido-6-bromo-2,3-dihydro-benzofuran). As a reaction SMILES: [Br:1][C:2]1[CH:11]=[CH:10][C:5]2[CH:6](O)[CH2:7][O:8][C:4]=2[CH:3]=1.C1(P([N:26]=[N+:27]=[N-:28])(C2C=CC=CC=2)=O)C=CC=CC=1.C1CCN2C(=NCCC2)CC1>C1(C)C=CC=CC=1>[N:26]([CH:6]1[C:5]2[CH:10]=[CH:11][C:2]([Br:1])=[CH:3][C:4]=2[O:8][CH2:7]1)=[N+:27]=[N-:28]. Reported procedure: In analogy to the procedures described for the preparation of intermediates A-2 [B] and A-2 [C], (rac)-6-bromo-2,3-dihydro-benzofuran-3-ol was treated with diphenylphosphoryl azide, DBU in toluene to give (rac)-3-azido-6-bromo-2,3-dihydro-benzofuran, which was subsequently reduced with triphenylphosphine in THF/water to yield the title compound as light yellow oil. MS: 213 (M+, 1Br). The reactants are CC(=O)O, O=C(O)C1(C(=O)O)CN(Cc2ccccc2)C1, [Na+], [Na+], O=C([O-])[O-], O=C=O, O, Cc1ccccc1. The product is O=C(O)C1CN(Cc2ccccc2)C1. RXN SMILES: [C:28]([OH:29])(=[O:30])[CH3:31].[CH2:1]([c:2]1[cH:3][cH:4][cH:5][cH:6][cH:7]1)[N:8]1[CH2:9][C:10]([C:12](=[O:13])[OH:14])([C:15]([OH:16])=[O:17])[CH2:11]1.[Na+:18].[Na+:19].[O-:20][C:21](=[O:22])[O-:23].[O:24]=[C:25]=[O:26].[OH2:27].[c:32]1([CH3:33])[cH:34][cH:35][cH:36][cH:37][cH:38]1>>[CH2:1]([c:2]1[cH:3][cH:4][cH:5][cH:6][cH:7]1)[N:8]1[CH2:9][CH:10]([C:12](=[O:13])[OH:14])[CH2:11]1. Reactants: ClC1=CC=C2C=CNC2=C1 (6-chloroindole), CC(C)([O-])C.[K+] (potassium t-butoxide), CI (methyl iodide). Run in pet ether, O (water), O1CCCC1 (tetrahydrofuran). Run at time 1 hour. The product is ClC1=CC=C2C=CN(C2=C1)C (6-Chloro1-methylindole). The yield is 67.0%. RXN SMILES: [Cl:1][C:2]1[CH:10]=[C:9]2[C:5]([CH:6]=[CH:7][NH:8]2)=[CH:4][CH:3]=1.[CH3:11]C(C)([O-])C.[K+].CI>O1CCCC1.O>[Cl:1][C:2]1[CH:10]=[C:9]2[C:5]([CH:6]=[CH:7][N:8]2[CH3:11])=[CH:4][CH:3]=1 |f:1.2|. Procedure details: A mixture of 6-chloroindole (22.0 g, 0.145 mole) and potassium t-butoxide (KOt-Bu) (20.0 g 0.179 mole) in tetrahydrofuran at room temperature is treated dropwise with methyl iodide (11.2 mL, 0.179 mole), allowed to stir at ambient temperatures for about 1 hour and diluted with a mixture of pet ether and water. The phases are separated. The organic phase is washed with 1 N HCL and water, dried over Na2SO4 and concentrated to a brown oil. After chromatography (silica gel/4:1 hexanes:ethyl acetate)...